This data is from the Open Reaction Database (ORD), a public repository of structured organic reaction records. The task is: describe an organic reaction: reactants, conditions, products, and yield The reactants are C(C)OC(=O)C1=C(OC=C1)Cl (2-Chloro-3-furancarboxylic acid ethyl ester), [OH-].[Na+] (sodium hydroxide). The solvent is C(C)O (ethanol). Reaction conditions: time 1.5 hour. Product: ClC=1OC=CC1C(=O)O (2-chloro-3-furancarboxylic acid). The yield is 74.9%. Reaction SMILES: C([O:3][C:4]([C:6]1[CH:10]=[CH:9][O:8][C:7]=1[Cl:11])=[O:5])C.[OH-].[Na+]>C(O)C>[Cl:11][C:7]1[O:8][CH:9]=[CH:10][C:6]=1[C:4]([OH:5])=[O:3] |f:1.2|. Procedure: 2-Trimethylsilyl-3-furancarboxylic acid (16.4 g) (synthesized in accordance with the method described in J. C. S. Perkin, 1, 1125 (1981)) was dissolved in N,N-dimethylformamide (50 ml), and potassium carbonate (12.3 g) and iodoethane (13.9 g) were added. The mixture was stirred at room temperature for 15 hours, poured into ice water and extracted with diethyl ether. The extract was washed with water and saturated aqueous sodium chloride, dried over anhydrous magnesium sulfate and concentrated un... Solvent: CO (MeOH). Reported procedure: (1R,3aS,5aR,5bR,7aR,9S,11aR,11bR,13aR,13bR)-5a,5b,8,8,11a-pentamethyl-3a-((1R,3S)-3-(morpholinomethyl)cyclopentylcarbamoyl)-1-(prop-1-en-2-yl)icosahydro-1H-cyclopenta[a]chrysen-9-yl acetate (Example 20, 0.22 g) in MeOH:THF (8:8 ml) and cooled the contents to 0° C. then sodium hydroxide (0.05 g in 4 ml water) was added and the contents were stirred for about 6 hours at room temperature then completion of the reaction was monitored by TLC. The reaction mixture was evaporated under reduced pressure... Reaction conditions: time 6 hour. As a reaction SMILES: C([O:4][C@H:5]1[CH2:22][CH2:21][C@@:20]2([CH3:23])[C@@H:7]([CH2:8][CH2:9][C@:10]3([CH3:46])[C@@H:19]2[CH2:18][CH2:17][C@H:16]2[C@@:11]3([CH3:45])[CH2:12][CH2:13][C@@:14]3([C:30](=[O:44])[NH:31][C@@H:32]4[CH2:36][CH2:35][C@H:34]([CH2:37][N:38]5[CH2:43][CH2:42][O:41][CH2:40][CH2:39]5)[CH2:33]4)[CH2:26][CH2:25][C@@H:24]([C:27]([CH3:29])=[CH2:28])[C@@H:15]32)[C:6]1([CH3:48])[CH3:47])(=O)C.C1COCC1.[OH-].[Na+]>CO>[OH:4][C@H:5]1[CH2:22][CH2:21][C@@:20]2([CH3:23])[C@@H:7]([CH2:8][CH2:9][C@:10]3([CH3:46])[C@@H:19]2[CH2:18][CH2:17][C@H:16]2[C@@:11]3([CH3:45])[CH2:12][CH2:13][C@@:14]3([C:30]([NH:31][C@@H:32]4[CH2:36][CH2:35][C@H:34]([CH2:37][N:38]5[CH2:39][CH2:40][O:41][CH2:42][CH2:43]5)[CH2:33]4)=[O:44])[CH2:26][CH2:25][C@@H:24]([C:27]([CH3:29])=[CH2:28])[C@@H:15]32)[C:6]1([CH3:48])[CH3:47] |f:2.3|. The reactants are C(C)(=O)O[C@@H]1C([C@@H]2CC[C@]3([C@@]4(CC[C@@]5([C@@H]([C@H]4CC[C@@H]3[C@]2(CC1)C)[C@@H](CC5)C(=C)C)C(N[C@H]5C[C@H](CC5)CN5CCOCC5)=O)C)C)(C)C ((1R,3aS,5aR,5bR,7aR,9S,11aR,11bR,13aR,13bR)-5a,5b,8,8,11a-pentamethyl-3a-((1R,3S)-3-(morpholinomethyl)cyclopentylcarbamoyl)-1-(prop-1-en-2-yl)icosahydro-1H-cyclopenta[a]chrysen-9-yl acetate), C1CCOC1 (THF), [OH-].[Na+] (sodium hydroxide). Yields the product O[C@@H]1C([C@@H]2CC[C@]3([C@@]4(CC[C@@]5([C@@H]([C@H]4CC[C@@H]3[C@]2(CC1)C)[C@@H](CC5)C(=C)C)C(=O)N[C@H]5C[C@H](CC5)CN5CCOCC5)C)C)(C)C ((1R,3aS,5aR,5bR,7aR,9S,11aR,11bR,13aR,13bR)-9-hydroxy-5a,5b,8,8,11a-pentamethyl-N-((1R,3S)-3-(morpholinomethyl)cyclopentyl)-1-(prop-1-en-2-yl)icosahydro-1H-cyclopenta[a]chrysene-3a-carboxamide). Yield: 67.9%. Reactants: N1(C=NC=C1)C[C@H](C1=CC=CC=C1)OC1=C(C=2CCCC(C2C=C1)=O)CSC1=CC=C(C(=O)O)C=C1 (4-{[(2-{[(1S)-2-(1H-imidazol-1-yl)-1-phenylethyl]oxy}-5-oxo-5,6,7,8-tetrahydro-1-naphthalenyl)methyl]sulfanyl}benzoic acid), NC(CO)CO (serinol). The product is OCC(CO)NC(C1=CC=C(C=C1)SCC1=C(C=CC=2C(CCCC12)=O)O[C@H](CN1C=NC=C1)C1=CC=CC=C1)=O (N-[2-Hydroxy-1-(hydroxymethyl)ethyl]-4-{[(2-{[(1S)-2-(1H-imidazol-1-yl)-1-phenylethyl]oxy}-5-oxo-5,6,7,8-tetrahydro-1-naphthalenyl)methyl]sulfanyl}benzamide). The yield is 84.0%. Reaction SMILES: [N:1]1([CH2:6][C@@H:7]([O:14][C:15]2[CH:24]=[CH:23][C:22]3[C:21](=[O:25])[CH2:20][CH2:19][CH2:18][C:17]=3[C:16]=2[CH2:26][S:27][C:28]2[CH:36]=[CH:35][C:31]([C:32](O)=[O:33])=[CH:30][CH:29]=2)[C:8]2[CH:13]=[CH:12][CH:11]=[CH:10][CH:9]=2)[CH:5]=[CH:4][N:3]=[CH:2]1.[NH2:37][CH:38]([CH2:41][OH:42])[CH2:39][OH:40]>>[OH:40][CH2:39][CH:38]([NH:37][C:32](=[O:33])[C:31]1[CH:35]=[CH:36][C:28]([S:27][CH2:26][C:16]2[C:17]3[CH2:18][CH2:19][CH2:20][C:21](=[O:25])[C:22]=3[CH:23]=[CH:24][C:15]=2[O:14][C@@H:7]([C:8]2[CH:9]=[CH:10][CH:11]=[CH:12][CH:13]=2)[CH2:6][N:1]2[CH:5]=[CH:4][N:3]=[CH:2]2)=[CH:29][CH:30]=1)[CH2:41][OH:42]. Procedure details: Using the method in Example 172, 4-{[(2-{[(1S)-2-(1H-imidazol-1-yl)-1-phenylethyl]oxy}-5-oxo-5,6,7,8-tetrahydro-1-naphthalenyl)methyl]sulfanyl}benzoic acid (50 mg, 0.10 mmol, 0.20M in DMF) and serinol (46 mg, 0.50 mmol, 1.0M in DMF) were combined (reaction time 3 days at room temperature) to give 48 mg of the desired compound: Low resolution mass spectrum (LC-MS, APCI) m/z 572 [M+H]+. Reactants: OC1=C(C=C(C(=O)OC(C)(C)C)C=C1)[N+](=O)[O-] (tert-butyl 4-hydroxy-3-nitrobenzoate), ClCOC (chloromethylmethylether), C(C)(C)N(C(C)C)CC (N,N-diisopropylethylamine), ClC=1C=CC(=C(CC2CNC(CN(C2=O)C(=O)N[C@@H](C(=O)NC=2C=C(C(=O)O)C=CC2OC)CC)=O)C1)OC (3-{[(2R)-2-({[6-(5-chloro-2-methoxybenzyl)-3,7-dioxo-1,4-diazepan-1-yl]carbonyl}amino)butanoyl]amino}-4-methoxybenzoic Acid). The solvent is C(Cl)Cl (methylene chloride), C(C)(=O)OCC (ethyl acetate). Run at time 2 hour. Product: Cl.C(C)(C)(C)OC(CN)=O (glycine tert-butyl ester hydrochloride), ClC=1C=CC(=C(CC2CNC(CN(C2=O)C(=O)N[C@@H](C(=O)NC=2C=C(C(=O)O)C=CC2O)CC)=O)C1)OC (3-{[(2R)-2-({[6-(5-chloro-2-methoxybenzyl)-3,7-dioxo-1,4-diazepan-1-yl]carbonyl}amino)butanoyl]amino}-4-hydroxybenzoic Acid). RXN SMILES: [Cl:1][C:2]1[CH:3]=[CH:4][C:5]([O:38][CH3:39])=[C:6]([CH:37]=1)[CH2:7][CH:8]1[C:14](=[O:15])[N:13]([C:16]([NH:18][C@H:19]([CH2:34][CH3:35])[C:20]([NH:22][C:23]2[CH:24]=[C:25]([CH:29]=[CH:30][C:31]=2[O:32]C)[C:26]([OH:28])=[O:27])=[O:21])=[O:17])[CH2:12][C:11](=[O:36])[NH:10][CH2:9]1.OC1C=C[C:44]([C:45]([O:47][C:48]([CH3:51])([CH3:50])[CH3:49])=[O:46])=CC=1[N+]([O-])=O.ClCOC.C(N(CC)C(C)C)(C)C>C(OCC)(=O)C.C(Cl)Cl>[ClH:1].[C:48]([O:47][C:45](=[O:46])[CH2:44][NH2:10])([CH3:51])([CH3:50])[CH3:49].[Cl:1][C:2]1[CH:3]=[CH:4][C:5]([O:38][CH3:39])=[C:6]([CH:37]=1)[CH2:7][CH:8]1[C:14](=[O:15])[N:13]([C:16]([NH:18][C@H:19]([CH2:34][CH3:35])[C:20]([NH:22][C:23]2[CH:24]=[C:25]([CH:29]=[CH:30][C:31]=2[OH:32])[C:26]([OH:28])=[O:27])=[O:21])=[O:17])[CH2:12][C:11](=[O:36])[NH:10][CH2:9]1 |f:6.7|. Reported procedure: To the synthesis intermediate of Example 265, that is, tert-butyl 4-hydroxy-3-nitrobenzoate (0.42 g), methylene chloride (10 ml), chloromethylmethylether (0.16 ml), and N,N-diisopropylethylamine (0.37 ml) were added under ice cooling and the mixture was stirred at room temperature for 2 hours. The reaction solution was diluted with ethyl acetate and successively washed with water, a potassium hydrogensulfate aqueous solution, and saturated saline. The mixture was dried over with anhydrous magnes...